Dataset: the Open Reaction Database (ORD), a public repository of structured organic reaction records. Task: describe an organic reaction: reactants, conditions, products, and yield The reactants are C[C@H]1[C@H](N(CCC1)C(=O)C1=C(C=CC(=C1)C)C=1C=NN(C1)C)CNC1=NC=C(C=C1)C(F)(F)F (((2S,3R)-3-methyl-2-(((5-(trifluoromethyl)pyridin-2-yl)amino)methyl)piperidin-1-yl)(5-methyl-2-(1-methyl-1H-pyrazol-4-yl)phenyl)methanone), ClC1=NC(=CC=C1)C(F)(F)F (2-chloro-6-(trifluoromethyl)pyridine). The product is C[C@H]1[C@H](N(CCC1)C(=O)C1=C(C=CC(=C1)C)C=1C=NN(C1)C)CNC1=NC(=CC=C1)C(F)(F)F (((2S,3R)-3-Methyl-2-(((6-(trifluoromethyl)pyridin-2-yl)amino)methyl)piperidin-1-yl)(5-methyl-2-(1-methyl-1H-pyrazol-4-yl)phenyl)methanone). Reaction SMILES: [CH3:1][C@@H:2]1[CH2:7][CH2:6][CH2:5][N:4]([C:8]([C:10]2[CH:15]=[C:14]([CH3:16])[CH:13]=[CH:12][C:11]=2[C:17]2[CH:18]=[N:19][N:20]([CH3:22])[CH:21]=2)=[O:9])[C@@H:3]1[CH2:23][NH:24][C:25]1[CH:30]=[CH:29][C:28](C(F)(F)F)=[CH:27][N:26]=1.ClC1C=CC=C([C:42]([F:45])([F:44])[F:43])N=1>>[CH3:1][C@@H:2]1[CH2:7][CH2:6][CH2:5][N:4]([C:8]([C:10]2[CH:15]=[C:14]([CH3:16])[CH:13]=[CH:12][C:11]=2[C:17]2[CH:18]=[N:19][N:20]([CH3:22])[CH:21]=2)=[O:9])[C@@H:3]1[CH2:23][NH:24][C:25]1[CH:30]=[CH:29][CH:28]=[C:27]([C:42]([F:45])([F:44])[F:43])[N:26]=1. Procedure: The title compound was synthesized following the same general protocol as described for ((2S,3R)-3-methyl-2-(((5-(trifluoromethyl)pyridin-2-yl)amino)methyl)piperidin-1-yl)(5-methyl-2-(1-methyl-1H-pyrazol-4-yl)phenyl)methanone in Example A1, using 2-chloro-6-(trifluoromethyl)pyridine. ESI-MS (m/z): 472 [M+1]+.